The task is: describe an organic reaction: reactants, conditions, products, and yield. This data is from the Open Reaction Database (ORD), a public repository of structured organic reaction records. The reactants are Fc1ncc(Br)cc1Cl, [Li]CCCC, ClSc1cccc(Cl)c1. The product is Fc1ncc(Sc2cccc(Cl)c2)cc1Cl. Reaction SMILES: [Br:1][c:2]1[cH:3][c:4]([Cl:9])[c:5]([F:8])[n:6][cH:7]1.[CH2:10]([Li:11])[CH2:12][CH2:13][CH3:14].[Cl:15][c:16]1[cH:17][c:18]([S:22][Cl:23])[cH:19][cH:20][cH:21]1>>[c:2]1([S:22][c:18]2[cH:17][c:16]([Cl:15])[cH:21][cH:20][cH:19]2)[cH:3][c:4]([Cl:9])[c:5]([F:8])[n:6][cH:7]1. Reactants: [Na+], [OH-], O, Cc1nn(-c2ccc(C3N(C)C(=O)N(C)C(=O)N3C)c(O)c2)nc1-c1ccccc1. Yields the product Cc1nn(-c2ccc(C=O)c(O)c2)nc1-c1ccccc1. Reaction SMILES: [Na+:32].[OH-:31].[OH2:33].[OH:1][c:2]1[c:3]([CH:20]2[N:21]([CH3:22])[C:23](=[O:24])[N:25]([CH3:26])[C:27](=[O:28])[N:29]2[CH3:30])[cH:4][cH:5][c:6](-[n:8]2[n:9][c:10](-[c:14]3[cH:15][cH:16][cH:17][cH:18][cH:19]3)[c:11]([CH3:13])[n:12]2)[cH:7]1>>[OH:1][c:2]1[c:3]([CH:20]=[O:31])[cH:4][cH:5][c:6](-[n:8]2[n:9][c:10](-[c:14]3[cH:15][cH:16][cH:17][cH:18][cH:19]3)[c:11]([CH3:13])[n:12]2)[cH:7]1. Starting materials: C(C)(=O)O (Acetic acid), C(#N)C1=NN(C(=C1S(=O)C(F)(F)F)N=COCC)C1=C(C=C(C=C1Cl)C(F)(F)F)Cl (3-cyano-1-(2,6-dichloro-4-trifluoromethylphenyl)-5-ethoxymethylideneamino-4-trifluoromethylsulfinylpyrazole), [BH4-].[Na+] (sodium borohydride), [BH4-].[Na+] (sodium borohydride). Run in C(C)O (ethanol). Conditions: temperature 10 celsius, time 6.75 hour. Product: C(#N)C1=NN(C(=C1S(=O)C(F)(F)F)NC)C1=C(C=C(C=C1Cl)C(F)(F)F)Cl (3-cyano-1-(2,6-dichloro-4-trifluoromethylphenyl)-5-methylamino-4-trifluoromethylsulfinylpyrazole). The yield is 23.3%. Reaction SMILES: [C:1]([C:3]1[C:7]([S:8]([C:10]([F:13])([F:12])[F:11])=[O:9])=[C:6]([N:14]=[CH:15]OCC)[N:5]([C:19]2[C:24]([Cl:25])=[CH:23][C:22]([C:26]([F:29])([F:28])[F:27])=[CH:21][C:20]=2[Cl:30])[N:4]=1)#[N:2].[BH4-].[Na+].C(O)(=O)C>C(O)C>[C:1]([C:3]1[C:7]([S:8]([C:10]([F:11])([F:12])[F:13])=[O:9])=[C:6]([NH:14][CH3:15])[N:5]([C:19]2[C:20]([Cl:30])=[CH:21][C:22]([C:26]([F:28])([F:27])[F:29])=[CH:23][C:24]=2[Cl:25])[N:4]=1)#[N:2] |f:1.2|. Procedure: A 50 L reactor was charged with 3-cyano-1-(2,6-dichloro-4-trifluoromethylphenyl)-5-ethoxymethylideneamino-4-trifluoromethylsulfinylpyrazole (1.645 g, 3.335 moles) and absolute ethanol (16 L) under nitrogen. The solution was cooled to 10° C., and sodium borohydride (266 g, 7.03 moles) was added slowly such that the temperature remained generally below 35° C. After 6.75 h, some additional sodium borohydride (25 g, 0.66 moles) was added and stirring was continued overnight. Acetic acid (1.3 L, 22.7... The reactants are C(C)(=O)[O-].[Na+] (sodium acetate), NC=1C(=CC=CC1)S(=O)(=O)O (aniline-2-sulphonic acid), N(=O)[O-].[Na+] (NaNO2), Cl (HCl). The reagents and catalysts are [Pd] (palladium(0)). The solvent is CO (methanol), [OH-].[Na+] (sodium hydroxide). Conditions: time 30 minute. Product: C=CC=1C(=CC=CC1)S(=O)(=O)O (styrene-2-sulphonic acid). The yield is 68.9%. As a reaction SMILES: N[C:2]1[C:3]([S:8]([OH:11])(=[O:10])=[O:9])=[CH:4][CH:5]=[CH:6][CH:7]=1.Cl.N([O-])=O.[Na+].[C:17]([O-])(=O)[CH3:18].[Na+]>[OH-].[Na+].[Pd].CO>[CH2:17]=[CH:18][C:2]1[C:3]([S:8]([OH:11])(=[O:10])=[O:9])=[CH:4][CH:5]=[CH:6][CH:7]=1 |f:2.3,4.5,6.7|. Reported procedure: 10.1 g of aniline-2-sulphonic acid (85%) were dissolved in 40 ml of sodium hydroxide solution (6%) and treated with 40 ml of conc. HCl. 12 ml of aqueous NaNO2 solution were added dropwise to the resulting suspension at a temperature of 0° to 5° C. and the mixture was stirred at this temperature for 30 minutes. 50 g of sodium acetate, 300 ml of methanol and 0.5 g of bis(dibenzylideneacetone-2,2'-disulphonic acid disodium salt)palladium(0) were added successively and the mixture was stirred for 3 ... The product is NC=1N(C2=C(N1)C=CC(=C2)CN(CCC(=O)O)C=2C=C(C=CC2)C)CC2=NC(=CC=C2O)C (3-{[2-amino-3-(3-hydroxy-6-methyl-pyridin-2-ylmethyl)-3H-benzoimidazol-5-ylmethyl]-m-tolyl-amino}-propionic acid). Reaction conditions: time 12 hour. Isolated yield 75.9%. Reactants: O.[OH-].[Li+] (Lithium hydroxide hydrate), C(C)OC(CCN(C=1C=C(C=CC1)C)CC1=CC2=C(N=C(N2CC2=NC(=CC=C2O)C)N)C=C1)=O (3-{[2-amino-3-(3-hydroxy-6-methyl-pyridin-2-ylmethyl)-3H-benzoimidazol-5-ylmethyl]-m-tolylamino}-propionic acid ethyl ester). RXN SMILES: O.[OH-].[Li+].C([O:6][C:7](=[O:38])[CH2:8][CH2:9][N:10]([CH2:18][C:19]1[CH:37]=[CH:36][C:22]2[N:23]=[C:24]([NH2:35])[N:25]([CH2:26][C:27]3[C:32]([OH:33])=[CH:31][CH:30]=[C:29]([CH3:34])[N:28]=3)[C:21]=2[CH:20]=1)[C:11]1[CH:12]=[C:13]([CH3:17])[CH:14]=[CH:15][CH:16]=1)C>O.O1CCCC1>[NH2:35][C:24]1[N:25]([CH2:26][C:27]2[C:32]([OH:33])=[CH:31][CH:30]=[C:29]([CH3:34])[N:28]=2)[C:21]2[CH:20]=[C:19]([CH2:18][N:10]([C:11]3[CH:12]=[C:13]([CH3:17])[CH:14]=[CH:15][CH:16]=3)[CH2:9][CH2:8][C:7]([OH:38])=[O:6])[CH:37]=[CH:36][C:22]=2[N:23]=1 |f:0.1.2|. Procedure: Lithium hydroxide hydrate (0.00093 mol) was added to a solution of 3-{[2-amino-3-(3-hydroxy-6-methyl-pyridin-2-ylmethyl)-3H-benzoimidazol-5-ylmethyl]-m-tolylamino}-propionic acid ethyl ester (0.000464 mol) in a mixture of water (10 ml) and tetrahydrofuran (10 ml). The reaction was stirred at room temperature for 12 hours. The tetrahydrofuran was removed under reduced pressure and the solution was acidified to pH 4 with a 1N solution of HCl in water. The precipitate was filtered off, rinsed with ... Solvent: O (water), O1CCCC1 (tetrahydrofuran). Starting materials: COCC(=O)O, Cl, NC1CCC(CCN2CCC(c3cccc4c3OCO4)CC2)CC1. Product: COCC(=O)NC1CCC(CCN2CCC(c3cccc4c3OCO4)CC2)CC1. RXN SMILES: [CH3:26][O:27][CH2:28][C:29](=[O:30])[OH:31].[ClH:1].[O:2]1[CH2:3][O:4][c:5]2[c:6]1[cH:7][cH:8][cH:9][c:10]2[CH:11]1[CH2:12][CH2:13][N:14]([CH2:17][CH2:18][CH:19]2[CH2:20][CH2:21][CH:22]([NH2:25])[CH2:23][CH2:24]2)[CH2:15][CH2:16]1>>[O:2]1[CH2:3][O:4][c:5]2[c:6]1[cH:7][cH:8][cH:9][c:10]2[CH:11]1[CH2:12][CH2:13][N:14]([CH2:17][CH2:18][CH:19]2[CH2:20][CH2:21][CH:22]([NH:25][C:29]([CH2:28][O:27][CH3:26])=[O:30])[CH2:23][CH2:24]2)[CH2:15][CH2:16]1. Starting materials: CCOC(=O)c1cc(-c2cc(Cl)ccc2F)on1, CC(C)C[Al+]CC(C)C, ClCCl, [H-]. Yields the product O=Cc1cc(-c2cc(Cl)ccc2F)on1. As a reaction SMILES: [CH2:1]([O:3][C:4](=[O:2])[c:6]1[n:7][o:8][c:9](-[c:11]2[c:12]([F:18])[cH:13][cH:14][c:15]([Cl:17])[cH:16]2)[cH:10]1)[CH3:5].[CH2:20]([Al+:21][CH2:22][CH:23]([CH3:24])[CH3:25])[CH:26]([CH3:27])[CH3:28].[Cl:29][CH2:30][Cl:31].[H-:19]>>[O:3]=[CH:4][c:6]1[n:7][o:8][c:9](-[c:11]2[c:12]([F:18])[cH:13][cH:14][c:15]([Cl:17])[cH:16]2)[cH:10]1.